From a dataset of the Open Reaction Database (ORD), a public repository of structured organic reaction records. describe an organic reaction: reactants, conditions, products, and yield Reactants: CCO, CS(=O)(=O)Nc1ccc(C#N)c(Cl)c1, NO. Product: CS(=O)(=O)Nc1ccc(C(N)=NO)c(Cl)c1. As a reaction SMILES: [CH3:17][CH2:18][OH:19].[Cl:1][c:2]1[cH:3][c:4]([NH:10][S:11](=[O:12])(=[O:13])[CH3:14])[cH:5][cH:6][c:7]1[C:8]#[N:9].[NH2:15][OH:16]>>[Cl:1][c:2]1[cH:3][c:4]([NH:10][S:11](=[O:12])(=[O:13])[CH3:14])[cH:5][cH:6][c:7]1[C:8]([NH2:9])=[N:15][OH:16]. Reported procedure: The title compound, MS: m/e=327.4 (M+H+), was prepared from 4-biphenylboronic acid and 5-chloro-3-(2-methyl-imidazol-1-yl-methyl)-pyridazine. Starting materials: C1(=CC=C(C=C1)B(O)O)C1=CC=CC=C1 (4-biphenylboronic acid), ClC=1C=C(N=NC1)CN1C(=NC=C1)C (5-chloro-3-(2-methyl-imidazol-1-yl-methyl)-pyridazine). As a reaction SMILES: [C:1]1([C:10]2[CH:15]=[CH:14][CH:13]=[CH:12][CH:11]=2)[CH:6]=[CH:5][C:4](B(O)O)=[CH:3][CH:2]=1.[Cl:16][C:17]1[CH:18]=[C:19]([CH2:23][N:24]2[CH:28]=[CH:27][N:26]=[C:25]2[CH3:29])[N:20]=[N:21][CH:22]=1>>[ClH:16].[C:1]1([C:10]2[CH:15]=[CH:14][CH:13]=[CH:12][CH:11]=2)[CH:6]=[CH:5][C:4]([C:17]2[CH:18]=[C:19]([CH2:23][N:24]3[CH:28]=[CH:27][N:26]=[C:25]3[CH3:29])[N:20]=[N:21][CH:22]=2)=[CH:3][CH:2]=1 |f:2.3|. Product: Cl.C1(=CC=C(C=C1)C=1C=C(N=NC1)CN1C(=NC=C1)C)C1=CC=CC=C1 (5-Biphenyl-4-yl-3-(2-methyl-imidazol-1-yl-methyl)-pyridazine hydrochloride). Reactants: CCO, [Cl-], Nc1cc(Cl)c(I)cc1[N+](=O)[O-], [Fe], [NH4+], O. Product: Nc1cc(Cl)c(I)cc1N. RXN SMILES: [CH3:15][CH2:16][OH:17].[Cl-:13].[Cl:1][c:2]1[c:3]([I:12])[cH:4][c:5]([N+:9]([O-:10])=[O:11])[c:6]([NH2:7])[cH:8]1.[Fe:19].[NH4+:14].[OH2:18]>>[Cl:1][c:2]1[c:3]([I:12])[cH:4][c:5]([NH2:9])[c:6]([NH2:7])[cH:8]1.